From a dataset of the Open Reaction Database (ORD), a public repository of structured organic reaction records. describe an organic reaction: reactants, conditions, products, and yield The reactants are NC1=CC=C(OC2=CC(=NC=C2)NC(=O)N2CCC(CC2)CN(C)C)C=C1 (4-(4-aminophenoxy)-2-{[4-(dimethylaminomethyl)piperidin-1-yl]carbonylamino}pyridine), FC1=CC=C(C=C1)CC(=O)N=C=O (2-(4-fluorophenyl)acetyl isocyanate). Solvent: O1CCCC1 (tetrahydrofuran), O1CCCC1 (tetrahydrofuran). Conditions: time 3 day. The product is CN(C)CC1CCN(CC1)C(=O)NC1=NC=CC(=C1)OC1=CC=C(C=C1)NC(=O)NC(CC1=CC=C(C=C1)F)=O (2-{[4-(Dimethylaminomethyl)piperidin-1-yl]carbonylamino}-4-(4-{3-[2-(4-fluorophenyl)acetyl]ureido}phenoxy)pyridine). The yield is 36.0%. Reaction SMILES: [NH2:1][C:2]1[CH:27]=[CH:26][C:5]([O:6][C:7]2[CH:12]=[CH:11][N:10]=[C:9]([NH:13][C:14]([N:16]3[CH2:21][CH2:20][CH:19]([CH2:22][N:23]([CH3:25])[CH3:24])[CH2:18][CH2:17]3)=[O:15])[CH:8]=2)=[CH:4][CH:3]=1.[F:28][C:29]1[CH:34]=[CH:33][C:32]([CH2:35][C:36]([N:38]=[C:39]=[O:40])=[O:37])=[CH:31][CH:30]=1>O1CCCC1>[CH3:25][N:23]([CH2:22][CH:19]1[CH2:20][CH2:21][N:16]([C:14]([NH:13][C:9]2[CH:8]=[C:7]([O:6][C:5]3[CH:26]=[CH:27][C:2]([NH:1][C:39]([NH:38][C:36](=[O:37])[CH2:35][C:32]4[CH:33]=[CH:34][C:29]([F:28])=[CH:30][CH:31]=4)=[O:40])=[CH:3][CH:4]=3)[CH:12]=[CH:11][N:10]=2)=[O:15])[CH2:17][CH2:18]1)[CH3:24]. Reported procedure: To a solution of 4-(4-aminophenoxy)-2-{[4-(dimethylaminomethyl)piperidin-1-yl]carbonylamino}pyridine (61.8 mg) in tetrahydrofuran (2.0 ml) was added a solution of 2-(4-fluorophenyl)acetyl isocyanate in tetrahydrofuran (0.25 M, 1.7 ml) at room temperature, followed by stirring for 3 days. The reaction mixture was partitioned between ethyl acetate and a saturated aqueous solution of sodium hydrogencarbonate. The organic layer was washed with brine and dried over anhydrous sodium sulfate. The solve... Reactants: NC1=NC=CC=C1 (2-aminopyridine), N1=C(C=CC=C1)C=O (2-pyridinecarboxaldehyde). Run in C1(=CC=CC=C1)C (toluene). Reaction conditions: time 16 hour. The product is N1=C(C=CC=C1)CNC1=NC=CC=C1 (N-(Pyridin-2-ylmethyl)pyridin-2-amine). As a reaction SMILES: [NH2:1][C:2]1[CH:7]=[CH:6][CH:5]=[CH:4][N:3]=1.[N:8]1[CH:13]=[CH:12][CH:11]=[CH:10][C:9]=1[CH:14]=O>C1(C)C=CC=CC=1>[N:8]1[CH:13]=[CH:12][CH:11]=[CH:10][C:9]=1[CH2:14][NH:1][C:2]1[CH:7]=[CH:6][CH:5]=[CH:4][N:3]=1. Reported procedure: To a flask were added 4.7 g of 2-aminopyridine, 5.35 g of 2-pyridinecarboxaldehyde, and 75 ml toluene. The flask was equipped with a Dean-Stark trap and heated to reflux under nitrogen. After 16 hours, the toluene was removed and 100 ml ethanol were added followed by 2.1 g of sodium borohydride. The mixture was stirred at 22 C under nitrogen for 1 hour, and then 50 ml of water were added slowly. Following removal of the ethanol, aqueous ammonium chloride was cautiously added resulting in gas evo...